From a dataset of the Open Reaction Database (ORD), a public repository of structured organic reaction records. describe an organic reaction: reactants, conditions, products, and yield Reactants: C[C@H]1C[C@H]2[C@@H]3CCC4=CC(=O)C=C[C@@]4([C@]3([C@H](C[C@@]2([C@]1(C(=O)COP(=O)([O-])[O-])O)C)O)F)C.[Na+].[Na+] (Bentelan), C[C@H]1C[C@H]2[C@@H]3CCC4=CC(=O)C=C[C@@]4([C@]3([C@H](C[C@@]2([C@]1(C(=O)CO)O)C)O)F)C (betametasone). Yields the product C[C@]12CCC(=O)C=C1CC[C@@H]3[C@@H]2C(=O)C[C@]4([C@H]3CC[C@@]4(C(=O)CO)O)C (Cortisone). As a reaction SMILES: C[C@@H:2]1[C@:19]([OH:28])([C:20]([CH2:22][O:23]P([O-])([O-])=O)=[O:21])[C@:18]2([CH3:29])[C@H:4]([C@H:5]3[C@:15](F)([C@@H:16]([OH:30])[CH2:17]2)[C@:14]2([CH3:32])[C:8](=[CH:9][C:10]([CH:12]=[CH:13]2)=[O:11])[CH2:7][CH2:6]3)[CH2:3]1.[Na+].[Na+].C[C@@H]1[C@](O)(C(CO)=O)[C@]2(C)[C@H]([C@H]3[C@](F)([C@@H](O)C2)[C@]2(C)C(=CC(C=C2)=O)CC3)C1>>[CH3:32][C@@:14]12[C@H:15]3[C:16]([CH2:17][C@:18]4([CH3:29])[C@@:19]([OH:28])([C:20]([CH2:22][OH:23])=[O:21])[CH2:2][CH2:3][C@H:4]4[C@@H:5]3[CH2:6][CH2:7][C:8]1=[CH:9][C:10](=[O:11])[CH2:12][CH2:13]2)=[O:30] |f:0.1.2|. Reported procedure: Eight rabbits of the New Zealand breed were used, weighing approximately 2 kg. In the right eye of each animal, 0.8 ml/week of Bentelan Depot (equivalent to 4 mg betametasone) were instilled for 4 weeks. The left eye was kept as control. The medicament, administered subconjunctivally, brought about an increase of the intraocular tension in the first week, reached its peak in the second week and then remained constant until the fifth week.